Dataset: the Open Reaction Database (ORD), a public repository of structured organic reaction records. Task: describe an organic reaction: reactants, conditions, products, and yield Reactants: C(=O)([O-])[O-].[Cs+].[Cs+] (Cs2CO3), methyl 6-hydroxyl-2-methyl-2,3-dihdrovenzofuran-4-carboxylate, COC(=O)C=1C=C(C=C2C1CC(O2)C)OC2=CC=C(C=C2)S(=O)(=O)C (6-(4-methanesulfonyl-phenoxy)-2-methyl-2,3-dihydro-benzofuran-4-carboxylic acid methyl ester), CS(=O)(=O)C1=CC=C(C=C1)F (4-fluorophenyl methyl sulfone). Product: COC(=O)C1=CC2=C(CC(O2)(C)C)C(=C1)OC1=CC=C(C=C1)S(=O)(=O)C (4-(4-Methanesulfonyl-phenoxy)-2,2-dimethyl-2,3-dihydro-benzofuran-6-carboxylic acid methyl ester), solid. Yield: 79.0%. Reaction SMILES: [CH3:1][O:2][C:3]([C:5]1[CH:6]=[C:7]([O:15][C:16]2[CH:21]=[CH:20][C:19]([S:22]([CH3:25])(=[O:24])=[O:23])=[CH:18][CH:17]=2)[CH:8]=[C:9]2[O:13][CH:12]([CH3:14])[CH2:11][C:10]=12)=[O:4].[CH3:26]S(C1C=CC(F)=CC=1)(=O)=O.C([O-])([O-])=O.[Cs+].[Cs+]>>[CH3:1][O:2][C:3]([C:5]1[CH:6]=[C:7]([O:15][C:16]2[CH:21]=[CH:20][C:19]([S:22]([CH3:25])(=[O:24])=[O:23])=[CH:18][CH:17]=2)[C:8]2[CH2:14][C:12]([CH3:26])([CH3:11])[O:13][C:9]=2[CH:10]=1)=[O:4] |f:2.3.4|. Reported procedure: The title compound was prepared in a similar manner as described for Intermediate 1f, from 4-fluorophenyl methyl sulfone (115 mg, 0.77 mmol), Cs2CO3(507 mg, 1.54 mmol), and methyl 6-hydroxyl-2-methyl-2,3-dihdrovenzofuran-4-carboxylate (3e) (171 mg, 0.77 mmol). Purification by column chromatography eluting with 15-40% EtOAc in hexanes gave a pale brown solid (230 mg, 79% yield). 1H NMR (400 MHz, CDCl3) δ 7.88-7.94 (m, 2 H) 7.09 (d, J=2.53 Hz, 1 H) 7.05 (d, J=8.84 Hz, 2 H) 6.66 (d, J=2.53 Hz, 1 H)... Reactants: C(C)OC(=O)CC1=C2CC(C(C2=CC=C1)=O)N1C(=NC(=C1)CC(=O)OCC)C(=O)OCC (ethyl 1-[4-(ethoxycarbonylmethyl)-1-oxoindan-2-yl]-4-(ethoxycarbonylmethyl)imidazole-2-carboxylate), C(C)(=O)[O-].[NH4+] (ammonium acetate), ice, C(C)(=O)[O-].[NH4+] (ammonium acetate). Solvent: C(C)(=O)O (acetic acid). Run at time 2 hour. Product: O=C1C=2N(C3=C(N1)C=1C=CC=C(C1C3)CC(=O)OCC)C=C(N2)CC(=O)OCC (diethyl 4,5-dihydro-4-oxo-10H-imidazo[1,2-a]indeno[1,2-e]pyrazine-2,9-diacetate). Yield: 54.9%. As a reaction SMILES: [CH2:1]([O:3][C:4]([CH2:6][C:7]1[CH:15]=[CH:14][CH:13]=[C:12]2[C:8]=1[CH2:9][CH:10]([N:17]1[CH:21]=[C:20]([CH2:22][C:23]([O:25][CH2:26][CH3:27])=[O:24])[N:19]=[C:18]1[C:28]([O:30]CC)=O)[C:11]2=O)=[O:5])[CH3:2].C([O-])(=O)C.[NH4+:37]>C(O)(=O)C>[O:30]=[C:28]1[NH:37][C:11]2[C:12]3[CH:13]=[CH:14][CH:15]=[C:7]([CH2:6][C:4]([O:3][CH2:1][CH3:2])=[O:5])[C:8]=3[CH2:9][C:10]=2[N:17]2[CH:21]=[C:20]([CH2:22][C:23]([O:25][CH2:26][CH3:27])=[O:24])[N:19]=[C:18]12 |f:1.2|. Reported procedure: A mixture of 1.63 g of ethyl 1-[4-(ethoxycarbonylmethyl)-1-oxoindan-2-yl]-4-(ethoxycarbonylmethyl)imidazole-2-carboxylate, 15 ml of acetic acid and 2.83 g of ammonium acetate is heated at reflux for 5 hours. The heating is stopped, 1.4 g of ammonium acetate are added and the refluxing is continued for 2 hours. The reaction mixture is poured over 100 ml of crushed ice and extracted with 3×50 ml of dichloromethane. The organic phase is dried over magnesium sulphate, filtered and evaporated in a ro... The reactants are Cl.N[C@@H]1C(N(CCCC1)CC1=CC=CC=C1)=O ((S)-3-Amino-1-benzylazepan-2-one hydrochloride), BrCC1=C(C=CC=C1)Cl (1-(bromomethyl)-2-chlorobenzene). Product: Cl.N[C@@H]1C(N(CCCC1)CC1=C(C=CC=C1)Cl)=O ((S)-3-Amino-1-(2-chlorobenzyl)azepan-2-one hydrochloride). As a reaction SMILES: [ClH:1].[NH2:2][C@H:3]1[CH2:9][CH2:8][CH2:7][CH2:6][N:5]([CH2:10][C:11]2[CH:16]=[CH:15][CH:14]=[CH:13][CH:12]=2)[C:4]1=[O:17].BrCC1C=CC=CC=1[Cl:26]>>[ClH:26].[NH2:2][C@H:3]1[CH2:9][CH2:8][CH2:7][CH2:6][N:5]([CH2:10][C:11]2[CH:16]=[CH:15][CH:14]=[CH:13][C:12]=2[Cl:1])[C:4]1=[O:17] |f:0.1,3.4|. Reported procedure: (S)-3-Amino-1-(2-chlorobenzyl)azepan-2-one hydrochloride (270 mg, 0.934 mmol) was synthesized as described for the preparation of Intermediate 42 using 1-(bromomethyl)-2-chlorobenzene in step A. Anal. Calcd. for C18H25ClN2O3 m/z 352.8. found: 353.2 (M+H)+. The reactants are [C-]#N.[K+] (Potassium cyanide), BrCC1COC2=C(O1)C=CC=C2 (2-bromomethyl-(2,3 dihydrobenzo[1,4]dioxine)). Run in CS(=O)C (DMSO), O (water). Run at time 20 hour. The product is C(#N)CC1COC2=C(O1)C=CC=C2 (2-cyanomethyl-(2,3 dihydrobenzo[1,4]dioxine)). Reaction SMILES: [C-:1]#[N:2].[K+].Br[CH2:5][CH:6]1[O:11][C:10]2[CH:12]=[CH:13][CH:14]=[CH:15][C:9]=2[O:8][CH2:7]1>CS(C)=O.O>[C:1]([CH2:5][CH:6]1[O:11][C:10]2[CH:12]=[CH:13][CH:14]=[CH:15][C:9]=2[O:8][CH2:7]1)#[N:2] |f:0.1|. Procedure details: Potassium cyanide (2.05 g, 31.5 mmol) was added to 2-bromomethyl-(2,3 dihydrobenzo[1,4]dioxine) (6.87 g, 30 mmol) in DMSO (90 mL) and stirred at ambient temperature for 20 h. The reaction mixture was then diluted with water (250 mL) and extracted twice with diethyl ether. The diethyl ether was washed with water, then washed twice with brine, dried (Na2SO4) and evaporated in vacuo to yield 2-cyanomethyl-(2,3 dihydrobenzo[1,4]dioxine) as a white solid.